The task is: describe an organic reaction: reactants, conditions, products, and yield. This data is from the Open Reaction Database (ORD), a public repository of structured organic reaction records. Starting materials: C(C)(=O)N1CCC(CC1)C#N (1-acetyl-4-piperidinecarbonitrile), BrC1=CC=CC2=CC=CC(=C12)C (1-bromo-8-methylnaphthalene), [Mg] (magnesium), C(C)OCC (ethyl ether), CCOCC (ether), [Cl-].[NH4+] (ammonium chloride). Run in O1CCCC1 (tetrahydrofuran). Yields the product Cl.N1CCC(CC1)C(=O)C1=CC=CC2=CC=CC(=C12)C (8-methyl-1-naphthyl 4-piperidyl ketone hydrochloride). Reaction SMILES: Br[C:2]1[C:11]2[C:6](=[CH:7][CH:8]=[CH:9][C:10]=2[CH3:12])[CH:5]=[CH:4][CH:3]=1.[Mg].C([N:17]1[CH2:22][CH2:21][CH:20]([C:23]#N)[CH2:19][CH2:18]1)(=O)C.[Cl-:25].[NH4+].C([O:29]CC)C>O1CCCC1>[ClH:25].[NH:17]1[CH2:18][CH2:19][CH:20]([C:23]([C:2]2[C:11]3[C:6](=[CH:7][CH:8]=[CH:9][C:10]=3[CH3:12])[CH:5]=[CH:4][CH:3]=2)=[O:29])[CH2:21][CH2:22]1 |f:3.4,7.8|. Reported procedure: A solution of 10.0 g (45 mmoles) of 1-bromo-8-methylnaphthalene in 5 ml of ethyl ether is added gradually to a stirred mixture of 1.2 g (50 mmoles) of magnesium in 30 ml of anhydrous ether. The mixture is stirred at reflux for 1 hour and a solution of 6.0 g (43 mmoles) of 1-acetyl-4-piperidinecarbonitrile in 10 ml of tetrahydrofuran slowly added. The mixture is allowed to stir for 16 hours, an excess of saturated aqueous ammonium chloride solution added and the mixture heated on a steam bath for... Product: C(CCCCCCCCCCCCCCC)OOCC(OOCCCCCCCCCCCCCCCC)CON(C)C (1,2-dihexadecyloxy-3-dimethylamino glycerol). Reactants: CNC (dimethylamine), BrOCC(COOCCCCCCCCCCCCCCCC)OOCCCCCCCCCCCCCCCC (3-bromo-1,2-dihexadecyloxy glycerol), C(C)(=O)OCC (ethyl acetate). Run in CCCCCC (hexane), C(Cl)(Cl)Cl (chloroform). As a reaction SMILES: Br[O:2][CH2:3][CH:4]([O:24][O:25][CH2:26][CH2:27][CH2:28][CH2:29][CH2:30][CH2:31][CH2:32][CH2:33][CH2:34][CH2:35][CH2:36][CH2:37][CH2:38][CH2:39][CH2:40][CH3:41])[CH2:5][O:6][O:7][CH2:8][CH2:9][CH2:10][CH2:11][CH2:12][CH2:13][CH2:14][CH2:15][CH2:16][CH2:17][CH2:18][CH2:19][CH2:20][CH2:21][CH2:22][CH3:23].[CH3:42][NH:43][CH3:44].C(OCC)(=O)C>C(Cl)(Cl)Cl.CCCCCC>[CH2:8]([O:7][O:6][CH2:5][CH:4]([CH2:3][O:2][N:43]([CH3:44])[CH3:42])[O:24][O:25][CH2:26][CH2:27][CH2:28][CH2:29][CH2:30][CH2:31][CH2:32][CH2:33][CH2:34][CH2:35][CH2:36][CH2:37][CH2:38][CH2:39][CH2:40][CH3:41])[CH2:9][CH2:10][CH2:11][CH2:12][CH2:13][CH2:14][CH2:15][CH2:16][CH2:17][CH2:18][CH2:19][CH2:20][CH2:21][CH2:22][CH3:23]. Run at time 8 hour. Reported procedure: 900 mg of 3-bromo-1,2-dihexadecyloxy glycerol was dissolved in 30 ml chloroform in a 100 ml round bottom flask. 720 mg dimethylamine was added to yield an approximately 10 fold molar excess, and the reaction mixture stirred at room-temperature overnight. The progress of the reaction was measured by thin-layer-chromatography (30% ethyl acetate in hexane). Starting materials: ClC=1C(=NC(=CC1)N(C(OC(C)(C)C)=O)CC1COCCC1)C1=CC(=NC=C1Cl)F (racemic tert-butyl 3,5′-dichloro-2′-fluoro-2,4′-bipyridin-6-yl((tetrahydro-2H-pyran-3-yl)methyl)carbamate), COC[C@@H](C)N[C@@H]1CC[C@H](CC1)N (trans-N1-((R)-1-methoxypropan-2-yl)cyclohexane-1,4-diamine), CCN(C(C)C)C(C)C (DIPEA). Run in CN1CCCC1=O (NMP). Conditions: temperature 110 celsius. The product is ClC=1C(=NC(=CC1)NC[C@H]1COCCC1)C1=CC(=NC=C1Cl)N[C@@H]1CC[C@H](CC1)N[C@@H](COC)C (3,5′-dichloro-N2′-(trans-4-((R)-1-methoxypropan-2-yl-amino)cyclohexyl)-N6-(((S)-tetrahydro-2H-pyran-3-yl)methyl)-2,4′-bipyridine-2′,6-diamine). RXN SMILES: [Cl:1][C:2]1[C:3]([C:23]2[C:28]([Cl:29])=[CH:27][N:26]=[C:25](F)[CH:24]=2)=[N:4][C:5]([N:8]([CH2:16][CH:17]2[CH2:22][CH2:21][CH2:20][O:19][CH2:18]2)C(=O)OC(C)(C)C)=[CH:6][CH:7]=1.[CH3:31][O:32][CH2:33][C@H:34]([NH:36][C@H:37]1[CH2:42][CH2:41][C@H:40]([NH2:43])[CH2:39][CH2:38]1)[CH3:35].CCN(C(C)C)C(C)C>CN1C(=O)CCC1>[Cl:1][C:2]1[C:3]([C:23]2[C:28]([Cl:29])=[CH:27][N:26]=[C:25]([NH:43][C@H:40]3[CH2:39][CH2:38][C@H:37]([NH:36][C@H:34]([CH3:35])[CH2:33][O:32][CH3:31])[CH2:42][CH2:41]3)[CH:24]=2)=[N:4][C:5]([NH:8][CH2:16][C@@H:17]2[CH2:22][CH2:21][CH2:20][O:19][CH2:18]2)=[CH:6][CH:7]=1. Reported procedure: To a scintillation vial was added racemic tert-butyl 3,5′-dichloro-2′-fluoro-2,4′-bipyridin-6-yl((tetrahydro-2H-pyran-3-yl)methyl)carbamate (114 mg, 0.250 mmol), trans-N1-((R)-1-methoxypropan-2-yl)cyclohexane-1,4-diamine (70 mg, 0.376 mmol) and DIPEA (0.088 ml, 0.501 mmol) followed by NMP (0.1 ml). The mixture was heated at 110° C. for 60 hr then concentrated in vacuo. The resulting residue was purified by reverse phase prep HPLC and lyapholized. The resulting white solid was free based by disso... Starting materials: NO (hydroxylamine), FC=1C(=C(C(=O)OC)C=CC1F)O (methyl 3,4-difluoro-2-hydroxybenzoate), FC=1C(=C(C(=O)OC)C=CC1F)O (methyl 3,4-difluoro-2-hydroxybenzoate). Run in O1CCOCC1 (dioxane). Reaction conditions: time 3 day. Product: FC=1C(=C(C(=O)NO)C=CC1F)O (3,4-difluoro-N,2-dihydroxybenzamide). Isolated yield 101.4%. Reaction SMILES: [NH2:1][OH:2].[F:3][C:4]1[C:5]([OH:15])=[C:6]([CH:11]=[CH:12][C:13]=1[F:14])[C:7](OC)=[O:8]>O1CCOCC1>[F:3][C:4]1[C:5]([OH:15])=[C:6]([CH:11]=[CH:12][C:13]=1[F:14])[C:7]([NH:1][OH:2])=[O:8]. Procedure: A solution of hydroxylamine (50% in water) (50 ml, 816 mmol) was added to a solution of methyl 3,4-difluoro-2-hydroxybenzoate (7.75 g, 41.2 mmol) (Intermediate 526) in dioxane (200 ml) and the mixture was stirred at room temperature for 3 days. The mixture was partitioned between water and EtOAc. The aqueous layer was acidified with concentrated HCl and extracted with EtOAc twice more. The EtOAc layers were washed with brine, combined and concentrated to give 7.9 g of a solid. The reactants are C1OC2(CC3=CC[C@H]4[C@@H]5CC[C@@H]([C@@]5(C)CC[C@@H]4[C@]3([C@H](C2)C)C)O)OC1 (3,3-ethylenedioxy-1α-methyl-5-androsten-17β-ol), [Cr](=O)(=O)([O-])O[Cr](=O)(=O)[O-].[NH+]1=CC=CC=C1.[NH+]1=CC=CC=C1 (pyridinium dichromate). The solvent is ClCCl (dichloromethane). Reaction conditions: time 20 hour. The product is C1OC2(CC3=CC[C@H]4[C@@H]5CCC([C@@]5(C)CC[C@@H]4[C@]3([C@H](C2)C)C)=O)OC1 (3,3-ethylenedioxy-1α-methyl-5-androsten-17-one). Isolated yield 78.5%. Reaction SMILES: [CH2:1]1[CH2:25][O:24][C:3]2([CH2:20][C@H:19]([CH3:21])[C@@:18]3([CH3:22])[C:5](=[CH:6][CH2:7][C@@H:8]4[C@@H:17]3[CH2:16][CH2:15][C@@:13]3([CH3:14])[C@H:9]4[CH2:10][CH2:11][C@@H:12]3[OH:23])[CH2:4]2)[O:2]1.[Cr](O[Cr]([O-])(=O)=O)([O-])(=O)=O.[NH+]1C=CC=CC=1.[NH+]1C=CC=CC=1>ClCCl>[CH2:25]1[CH2:1][O:2][C:3]2([CH2:20][C@H:19]([CH3:21])[C@@:18]3([CH3:22])[C:5](=[CH:6][CH2:7][C@@H:8]4[C@@H:17]3[CH2:16][CH2:15][C@@:13]3([CH3:14])[C@H:9]4[CH2:10][CH2:11][C:12]3=[O:23])[CH2:4]2)[O:24]1 |f:1.2.3|. Procedure details: 3.6 g of 3,3-ethylenedioxy-1α-methyl-5-androsten-17β-ol is dissolved in 100 ml of dichloromethane, combined with 5.8 g of pyridinium dichromate, and agitated for 20 hours at room temperature. The reaction solution is washed with water, dried, and evaporated under vacuum. The residue is chromatographed on silica gel, thus obtaining with hexane-ethyl acetate gradients (11-16% ethyl acetate) 2.81 g of 3,3-ethylenedioxy-1α-methyl-5-androsten-17-one. The reactants are C([O-])([O-])=O.[K+].[K+] (Potassium carbonate), COC1=C(C=C(C=C1)O)[N+](=O)[O-] (4-Methoxy-3-nitrophenol), BrCCCl (1-bromo-2-chloroethane). Solvent: C(C)#N (acetonitrile). Yields the product ClCCOC1=CC(=C(C=C1)OC)[N+](=O)[O-] (4-(2-chloroethoxy)-1-methoxy-2-nitrobenzene). RXN SMILES: [CH3:1][O:2][C:3]1[CH:8]=[CH:7][C:6]([OH:9])=[CH:5][C:4]=1[N+:10]([O-:12])=[O:11].C(=O)([O-])[O-].[K+].[K+].Br[CH2:20][CH2:21][Cl:22]>C(#N)C>[Cl:22][CH2:21][CH2:20][O:9][C:6]1[CH:7]=[CH:8][C:3]([O:2][CH3:1])=[C:4]([N+:10]([O-:12])=[O:11])[CH:5]=1 |f:1.2.3|. Reported procedure: 4-Methoxy-3-nitrophenol (0.8 g, 4.7 mmol) was dissolved in acetonitrile (13 ml). Potassium carbonate (1.63 g, 11.8 mmol) was added, followed by 1-bromo-2-chloroethane (3.93 ml, 47.2 mmol). The reaction was heated and stirred at reflux for 20 h. The reaction was cooled to room temperature, the solid was then filtered off and the solvent evaporated under reduced pressure to give the title compound. The reactants are COc1ccc(P2(=S)SP(=S)(c3ccc(OC)cc3)S2)cc1, Cc1ccccc1, NC(=O)c1ncn2c1C1CCCN1C(=O)c1c(Cl)cccc1-2. The product is N#Cc1ncn2c1C1CCCN1C(=O)c1c(Cl)cccc1-2. As a reaction SMILES: [CH3:23][O:24][c:25]1[cH:26][cH:27][c:28]([P:29]2(=[S:30])[S:31][P:32](=[S:33])([c:34]3[cH:35][cH:36][c:37]([O:38][CH3:39])[cH:40][cH:41]3)[S:42]2)[cH:43][cH:44]1.[CH3:45][c:46]1[cH:47][cH:48][cH:49][cH:50][cH:51]1.[Cl:1][c:2]1[cH:3][cH:4][cH:5][c:6]2[c:7]1[C:8](=[O:22])[N:9]1[CH:10]([c:11]3[n:12]-2[cH:13][n:14][c:15]3[C:16](=[O:17])[NH2:18])[CH2:19][CH2:20][CH2:21]1>>[Cl:1][c:2]1[cH:3][cH:4][cH:5][c:6]2[c:7]1[C:8](=[O:22])[N:9]1[CH:10]([c:11]3[n:12]-2[cH:13][n:14][c:15]3[C:16]#[N:18])[CH2:19][CH2:20][CH2:21]1.